From a dataset of the Open Reaction Database (ORD), a public repository of structured organic reaction records. describe an organic reaction: reactants, conditions, products, and yield Reactants: [BH4-], O=[N+]([O-])c1cccc(-c2nc3ccc(Br)cc3o2)c1, O=C([O-])O, CO, [Na+], [Na+], C1CCOC1. The product is Nc1cccc(-c2nc3ccc(Br)cc3o2)c1. As a reaction SMILES: [BH4-:22].[Br:1][c:2]1[cH:3][c:4]2[c:5]([n:6][c:7](-[c:9]3[cH:10][c:11]([N+:15]([O-:16])=[O:17])[cH:12][cH:13][cH:14]3)[o:8]2)[cH:18][cH:19]1.[C:24](=[O:25])([OH:26])[O-:27].[CH3:20][OH:21].[Na+:23].[Na+:28].[O:29]1[CH2:30][CH2:31][CH2:32][CH2:33]1>>[Br:1][c:2]1[cH:3][c:4]2[c:5]([n:6][c:7](-[c:9]3[cH:10][c:11]([NH2:15])[cH:12][cH:13][cH:14]3)[o:8]2)[cH:18][cH:19]1. Reactants: C(C)(C)(C)OC(=O)N1CC(CC1)OC=1C=C(C(=O)O)C=CC1 (3-(1-tert-butoxycarbonylpyrrolidin-3-yloxy)benzoic acid), NC=1C=C(C=CC1C)NC(C1=CC(=CC=C1)N(C)CCOC)=O (N-(3-amino-4-methylphenyl)-3-[N-(2-methoxyethyl)-N-methylamino]benzamide). Product: COCCN(C)C=1C=C(C(=O)NC=2C=CC(=C(C2)NC(C2=CC(=CC=C2)OC2CN(CC2)C(=O)OC(C)(C)C)=O)C)C=CC1 (N-(5-{3-[-(2-methoxyethyl)-N-methylamino]benzamido}-2-methylphenyl)-3-(1-tert-butoxycarbonylpyrrolidin-3-yloxy)benzamide). Yield: 59.0%. RXN SMILES: [C:1]([O:5][C:6]([N:8]1[CH2:12][CH2:11][CH:10]([O:13][C:14]2[CH:15]=[C:16]([CH:20]=[CH:21][CH:22]=2)[C:17]([OH:19])=O)[CH2:9]1)=[O:7])([CH3:4])([CH3:3])[CH3:2].[NH2:23][C:24]1[CH:25]=[C:26]([NH:31][C:32](=[O:45])[C:33]2[CH:38]=[CH:37][CH:36]=[C:35]([N:39]([CH2:41][CH2:42][O:43][CH3:44])[CH3:40])[CH:34]=2)[CH:27]=[CH:28][C:29]=1[CH3:30]>>[CH3:44][O:43][CH2:42][CH2:41][N:39]([C:35]1[CH:34]=[C:33]([CH:38]=[CH:37][CH:36]=1)[C:32]([NH:31][C:26]1[CH:27]=[CH:28][C:29]([CH3:30])=[C:24]([NH:23][C:17](=[O:19])[C:16]2[CH:20]=[CH:21][CH:22]=[C:14]([O:13][CH:10]3[CH2:11][CH2:12][N:8]([C:6]([O:5][C:1]([CH3:2])([CH3:3])[CH3:4])=[O:7])[CH2:9]3)[CH:15]=2)[CH:25]=1)=[O:45])[CH3:40]. Procedure: Using an analogous procedure to that described in the first paragraph of Example 25, 3-(1-tert-butoxycarbonylpyrrolidin-3-yloxy)benzoic acid was reacted with N-(3-amino-4-methylphenyl)-3-[N-(2-methoxyethyl)-N-methylamino]benzamide to give N-(5-{3-[-(2-methoxyethyl)-N-methylamino]benzamido}-2-methylphenyl)-3-(1-tert-butoxycarbonylpyrrolidin-3-yloxy)benzamide in 59% yield; NMR Spectrum: (DMSOd6) 1.39 (s, 9H), 2.08 (m, 2H), 2.18 (s, 3H), 2.96 (s, 3H), 3.22 (s, 3H),3.25 (m, 2H), 3.52 (m, 6H), 5.07 (...